Dataset: the Open Reaction Database (ORD), a public repository of structured organic reaction records. Task: describe an organic reaction: reactants, conditions, products, and yield Reactants: C(C)N(CC)CC1=CC2=C(CN(CC2)C(CCC2=CC(=CC=C2)CCC2=CC=CC=C2)=O)O1 (1-(2-Diethylaminomethyl-5,7-dihydro-4H-furo[2,3-c]pyridin-6-yl)-3-(3-phenethylphenyl)propan-1-one), Cl (hydrogen chloride). Run in CO (methanol), CO (methanol). Product: Cl.C(C)N(CC)CC1=CC2=C(CN(CC2)C(CCC2=CC(=CC=C2)CCC2=CC=CC=C2)=O)O1 (1-(2-diethylaminomethyl-5,7-dihydro-4H-furo[2,3-c]pyridin-6-yl)-3-(3-phenethylphenyl)propan-1-one hydrochloride). As a reaction SMILES: [CH2:1]([N:3]([CH2:6][C:7]1[O:33][C:10]2[CH2:11][N:12]([C:15](=[O:32])[CH2:16][CH2:17][C:18]3[CH:23]=[CH:22][CH:21]=[C:20]([CH2:24][CH2:25][C:26]4[CH:31]=[CH:30][CH:29]=[CH:28][CH:27]=4)[CH:19]=3)[CH2:13][CH2:14][C:9]=2[CH:8]=1)[CH2:4][CH3:5])[CH3:2].[ClH:34]>CO>[ClH:34].[CH2:1]([N:3]([CH2:6][C:7]1[O:33][C:10]2[CH2:11][N:12]([C:15](=[O:32])[CH2:16][CH2:17][C:18]3[CH:23]=[CH:22][CH:21]=[C:20]([CH2:24][CH2:25][C:26]4[CH:27]=[CH:28][CH:29]=[CH:30][CH:31]=4)[CH:19]=3)[CH2:13][CH2:14][C:9]=2[CH:8]=1)[CH2:4][CH3:5])[CH3:2] |f:3.4|. Procedure details: 1-(2-Diethylaminomethyl-5,7-dihydro-4H-furo[2,3-c]pyridin-6-yl)-3-(3-phenethylphenyl)propan-1-one 0.208 g was dissolved in 2 ml of methanol; hydrogen chloride in methanol was added in excess, followed by stirring. This mixture was concentrated to yield the desired product. The reactants are NC1=CC=C(C=C1)C(C(=O)O)C (2-(4-Aminophenyl)propanoic acid), [N+](=O)(O)[O-] (HNO3), O (water). Solvent: CC(=O)O (AcOH). Yields the product NC1=C(C=C(C=C1)C(C(=O)O)C)[N+](=O)[O-] (2-(4-Amino-3-nitrophenyl)propanoic acid). RXN SMILES: [NH2:1][C:2]1[CH:7]=[CH:6][C:5]([CH:8]([CH3:12])[C:9]([OH:11])=[O:10])=[CH:4][CH:3]=1.[N+:13]([O-])([OH:15])=[O:14].O>CC(O)=O>[NH2:1][C:2]1[CH:3]=[CH:4][C:5]([CH:8]([CH3:12])[C:9]([OH:11])=[O:10])=[CH:6][C:7]=1[N+:13]([O-:15])=[O:14]. Procedure details: A solution of 2-(4-Aminophenyl)propanoic acid (8.45 g, 51.2 mmol) in AcOH (70 mL) was added HNO3 (60%, 5.66 g) at room temperature. The reaction mixture was refluxed for 4 hrs then cooled to room temperature. The mixture was poured into iced water (200 mL), and extracted with CH2Cl2. The organic layer was dried over MgSO4, filtered, and concentrated in vacuo. Reactants: c1ccc2c3c([nH]c2c1)C(c1ccc2c(c1)OCO2)NCC3, CCOC(C)=O, CCN(C(C)C)C(C)C, Clc1ncc(Br)cn1. Yields the product Brc1cnc(N2CCc3c([nH]c4ccccc34)C2c2ccc3c(c2)OCO3)nc1. As a reaction SMILES: [CH2:1]1[O:2][c:3]2[cH:4][c:5]([CH:10]3[NH:11][CH2:12][CH2:13][c:14]4[c:15]5[cH:16][cH:17][cH:18][cH:19][c:20]5[nH:21][c:22]43)[cH:6][cH:7][c:8]2[O:9]1.[CH3:40][CH2:41][O:42][C:43](=[O:44])[CH3:45].[CH:31]([N:32]([CH2:33][CH3:34])[CH:35]([CH3:36])[CH3:37])([CH3:38])[CH3:39].[Cl:23][c:24]1[n:25][cH:26][c:27]([Br:30])[cH:28][n:29]1>>[CH2:1]1[O:2][c:3]2[cH:4][c:5]([CH:10]3[N:11]([c:24]4[n:25][cH:26][c:27]([Br:30])[cH:28][n:29]4)[CH2:12][CH2:13][c:14]4[c:15]5[cH:16][cH:17][cH:18][cH:19][c:20]5[nH:21][c:22]43)[cH:6][cH:7][c:8]2[O:9]1. Reported procedure: A suspension of sodium hydride (60%-oil suspension, 0.39 g), 3-picolyl-triphenylphosphonium chloride (2.55 g) and N,N-dimethylformamide was stirred for 20 minutes, followed by the addition of 1-(4-chlorobenzyl)-3-formyl-5-(2-quinolylmethoxy)indole (3.0 g). The mixture was stirred for an additional 10 hours and then poured into water-ethyl acetate (50% v/v). The organic layer was separated, washed with brine, dried over magnesium sulfate, and concentrated in vacuo. The resultant crude product was... Run in O.C(C)(=O)OCC (water ethyl acetate). Reaction SMILES: [H-].[Na+].[Cl-].[N:4]1[CH:9]=[CH:8][CH:7]=[C:6]([CH2:10][P+](C2C=CC=CC=2)(C2C=CC=CC=2)C2C=CC=CC=2)[CH:5]=1.CN(C)C=O.[Cl:35][C:36]1[CH:65]=[CH:64][C:39]([CH2:40][N:41]2[C:49]3[C:44](=[CH:45][C:46]([O:50][CH2:51][C:52]4[CH:61]=[CH:60][C:59]5[C:54](=[CH:55][CH:56]=[CH:57][CH:58]=5)[N:53]=4)=[CH:47][CH:48]=3)[C:43]([CH:62]=O)=[CH:42]2)=[CH:38][CH:37]=1>O.C(OCC)(=O)C>[Cl:35][C:36]1[CH:37]=[CH:38][C:39]([CH2:40][N:41]2[C:49]3[C:44](=[CH:45][C:46]([O:50][CH2:51][C:52]4[CH:61]=[CH:60][C:59]5[C:54](=[CH:55][CH:56]=[CH:57][CH:58]=5)[N:53]=4)=[CH:47][CH:48]=3)[C:43]([CH:62]=[CH:10][C:6]3[CH:5]=[N:4][CH:9]=[CH:8][CH:7]=3)=[CH:42]2)=[CH:64][CH:65]=1 |f:0.1,2.3,6.7|. Starting materials: [H-].[Na+] (sodium hydride), [Cl-].N1=CC(=CC=C1)C[P+](C1=CC=CC=C1)(C1=CC=CC=C1)C1=CC=CC=C1 (3-picolyl-triphenylphosphonium chloride), CN(C=O)C (N,N-dimethylformamide), ClC1=CC=C(CN2C=C(C3=CC(=CC=C23)OCC2=NC3=CC=CC=C3C=C2)C=O)C=C1 (1-(4-chlorobenzyl)-3-formyl-5-(2-quinolylmethoxy)indole). Yields the product ClC1=CC=C(CN2C=C(C3=CC(=CC=C23)OCC2=NC3=CC=CC=C3C=C2)C=CC=2C=NC=CC2)C=C1 (1-(4-chlorobenzyl)-3-(2-(3-pyridyl)ethenyl)-5-(2-quinolylmethoxy)indole). Isolated yield 30.5%. Run at time 20 minute. Starting materials: CO, Cl, COCCCCC(c1cccc(F)c1-c1cccc(C)c1)C1CN(C(=O)OC(C)(C)C)CCO1. The product is Cl, COCCCCC(c1cccc(F)c1-c1cccc(C)c1)C1CNCCO1. Reaction SMILES: [CH3:36][OH:37].[ClH:35].[F:1][c:2]1[cH:3][cH:4][cH:5][c:6]([CH:15]([CH2:16][CH2:17][CH2:18][CH2:19][O:20][CH3:21])[CH:22]2[O:23][CH2:24][CH2:25][N:26]([C:28]([O:29][C:30]([CH3:31])([CH3:32])[CH3:33])=[O:34])[CH2:27]2)[c:7]1-[c:8]1[cH:9][c:10]([CH3:14])[cH:11][cH:12][cH:13]1>>[ClH:35].[F:1][c:2]1[cH:3][cH:4][cH:5][c:6]([CH:15]([CH2:16][CH2:17][CH2:18][CH2:19][O:20][CH3:21])[CH:22]2[O:23][CH2:24][CH2:25][NH:26][CH2:27]2)[c:7]1-[c:8]1[cH:9][c:10]([CH3:14])[cH:11][cH:12][cH:13]1. Starting materials: ClC1=C(N)C=CC=C1 (o-chloroaniline), CP(Cl)Cl (Methyl dichlorophosphine), C(C1=CC=CC=C1)(=O)NNC(C)(C)C (N-benzoyl-N'-t-butyl hydrazine), CCOCC (ether). The solvent is C(C)N(CC)CC (triethylamine), C(Cl)Cl (methylene chloride). Run at time 5 minute. The product is C(C)(C)(C)N(NC(C1=CC=CC=C1)=O)P(=O)(NC1=C(C=CC=C1)Cl)C (N'-t-butyl-N'-[methyl-(2-chlorophenylamino)phosphinyl]-N-benzoylhydrazine). RXN SMILES: [CH3:1][P:2](Cl)Cl.[C:5]([NH:13][NH:14][C:15]([CH3:18])([CH3:17])[CH3:16])(=[O:12])[C:6]1[CH:11]=[CH:10][CH:9]=[CH:8][CH:7]=1.[Cl:19][C:20]1[CH:26]=[CH:25][CH:24]=[CH:23][C:21]=1[NH2:22].CC[O:29]CC>C(N(CC)CC)C.C(Cl)Cl>[C:15]([N:14]([P:2]([CH3:1])([NH:22][C:21]1[CH:23]=[CH:24][CH:25]=[CH:26][C:20]=1[Cl:19])=[O:29])[NH:13][C:5](=[O:12])[C:6]1[CH:11]=[CH:10][CH:9]=[CH:8][CH:7]=1)([CH3:18])([CH3:17])[CH3:16]. Procedure details: Methyl dichlorophosphine (1.3 g) in ether (10 ml) and triethylamine (2 ml) were added to a stirred solution of N-benzoyl-N'-t-butyl hydrazine (1.0 g) in methylene chloride (3 ml). After stirring 5 minutes at room temperature, o-chloroaniline was added neat producing a mild exotherm. The reaction was quenched 2 minutes later with water (20 ml) and ether (20 ml), separated and the organic washed with 0.1N HCl, dried over MgSO4, filtered and rotavapped to a colorless oil weighing 0.5 g. The solvent is C1CCOC1 (THF). Yields the product C(C)NC(=O)N1OC2=C(C1=O)C=CC=C2 (3-Oxo-3H-benzo[d]isoxazole-2-carboxylic acid ethylamide). Reactants: C(C)N=C=O (Ethyl isocyanate), O1NC(C2=C1C=CC=C2)=O (benzo[d]isoxazol-3-one), resultant mixture. Isolated yield 75.0%. As a reaction SMILES: [CH2:1]([N:3]=[C:4]=[O:5])[CH3:2].[O:6]1[C:10]2[CH:11]=[CH:12][CH:13]=[CH:14][C:9]=2[C:8](=[O:15])[NH:7]1>C1COCC1>[CH2:1]([NH:3][C:4]([N:7]1[C:8](=[O:15])[C:9]2[CH:14]=[CH:13][CH:12]=[CH:11][C:10]=2[O:6]1)=[O:5])[CH3:2]. Reported procedure: Ethyl isocyanate (92.4 mg, 1.30 mmol) is added to a stirred solution of benzo[d]isoxazol-3-one (150 mg; 1.10 mmol) in anhydrous THF (4 mL) at ambient temperature under nitrogen. The resultant mixture is heated in an oil bath at 70° C. for 2 hr. After concentration and subsequent flash chromatography on silica (15% hexane in CH2Cl2), 6-1 is obtained as a white solid (170 mg, 75% yield). mp 112.0–113.0° C.; 1H-NMR (CDCl3) δ1.28 (t, J=7.3 Hz, 3H), 3.43–3.51 (m, 2H), 7.21–7.29 (m, 3H), 8.04 (br s, 1...